From a dataset of the Open Reaction Database (ORD), a public repository of structured organic reaction records. describe an organic reaction: reactants, conditions, products, and yield Reactants: COc1cc(N2CCC(N3CCNCC3)CC2)ccc1[N+](=O)[O-], C, ClCCl, O=S(=O)(Cl)Cl. Product: COc1cc(N2CCC(N3CCN(S(C)(=O)=O)CC3)CC2)ccc1[N+](=O)[O-]. RXN SMILES: [CH3:1][O:2][c:3]1[cH:4][c:5]([N:12]2[CH2:13][CH2:14][CH:15]([N:18]3[CH2:19][CH2:20][NH:21][CH2:22][CH2:23]3)[CH2:16][CH2:17]2)[cH:6][cH:7][c:8]1[N+:9](=[O:10])[O-:11].[CH4:29].[Cl:30][CH2:31][Cl:32].[S:24](=[O:25])(=[O:26])([Cl:27])[Cl:28]>>[CH3:1][O:2][c:3]1[cH:4][c:5]([N:12]2[CH2:13][CH2:14][CH:15]([N:18]3[CH2:19][CH2:20][N:21]([S:24](=[O:25])(=[O:26])[CH3:29])[CH2:22][CH2:23]3)[CH2:16][CH2:17]2)[cH:6][cH:7][c:8]1[N+:9](=[O:10])[O-:11]. Reactants: Cc1cc2cc(Br)ccc2[nH]1, ClCCl, O=C(O)C(F)(F)F, O=Cc1cccnc1. The product is Cc1[nH]c2ccc(Br)cc2c1Cc1cccnc1. As a reaction SMILES: [Br:1][c:2]1[cH:3][c:4]2[cH:5][c:6]([CH3:11])[nH:7][c:8]2[cH:9][cH:10]1.[Cl:20][CH2:21][Cl:22].[OH:23][C:24]([C:25]([F:26])([F:27])[F:28])=[O:29].[n:12]1[cH:13][c:14]([CH:18]=[O:19])[cH:15][cH:16][cH:17]1>>[Br:1][c:2]1[cH:3][c:4]2[c:5]([CH2:18][c:14]3[cH:13][n:12][cH:17][cH:16][cH:15]3)[c:6]([CH3:11])[nH:7][c:8]2[cH:9][cH:10]1. The reactants are COC(=O)Cl, CCC(C)C(N)C(=O)O, [Na+], C1COCCO1, [OH-]. Product: CCC(C)C(NC(=O)OC)C(=O)O. As a reaction SMILES: [Cl:12][C:13](=[O:14])[O:15][CH3:16].[NH2:1][CH:2]([CH:3]([CH3:4])[CH2:5][CH3:6])[C:7](=[O:8])[OH:9].[Na+:11].[O:17]1[CH2:18][CH2:19][O:20][CH2:21][CH2:22]1.[OH-:10]>>[NH:1]([CH:2]([CH:3]([CH3:4])[CH2:5][CH3:6])[C:7](=[O:8])[OH:9])[C:13](=[O:14])[O:15][CH3:16].